Dataset: the Open Reaction Database (ORD), a public repository of structured organic reaction records. Task: describe an organic reaction: reactants, conditions, products, and yield The reactants are NC=1C(=NC(=CN1)Br)C(=O)NN (3-amino-6-bromo-pyrazine-2-carbohydrazide), Cl.Cl.NC=1C=C(C(=N)N)C=CC1 (3-aminobenzamidine dihydrochloride), CC[O-].[Na+] (NaOEt), O (Water). The solvent is CN(C)C=O (DMF). Conditions: temperature 100 celsius. Product: NC=1C=C(C=CC1)C=1NC(=NN1)C=1C(=NC=C(N1)Br)N (3-(5-(3-aminophenyl)-4H-1,2,4-triazol-3-yl)-5-bromopyrazin-2-amine). Yield: 100.0%. Reaction SMILES: [NH2:1][C:2]1[C:3]([C:9]([NH:11][NH2:12])=O)=[N:4][C:5]([Br:8])=[CH:6][N:7]=1.Cl.Cl.[NH2:15][C:16]1[CH:17]=[C:18]([CH:22]=[CH:23][CH:24]=1)[C:19](N)=[NH:20].CC[O-].[Na+].O>CN(C=O)C>[NH2:15][C:16]1[CH:17]=[C:18]([C:19]2[NH:20][C:9]([C:3]3[C:2]([NH2:1])=[N:7][CH:6]=[C:5]([Br:8])[N:4]=3)=[N:11][N:12]=2)[CH:22]=[CH:23][CH:24]=1 |f:1.2.3,4.5|. Procedure: A mixture of 3-amino-6-bromo-pyrazine-2-carbohydrazide (5 g, 21.55 mmol), 3-aminobenzamidine dihydrochloride (4.484 g, 21.55 mmol) and NaOEt (4.399 g, 64.65 mmol) were combined in DMF (50.00 mL) and heated to 100° C. in the microwave for 20 min. Water was added and the precipitate collected. Used without further purification. Assumed 100% Yield.